Dataset: the Open Reaction Database (ORD), a public repository of structured organic reaction records. Task: describe an organic reaction: reactants, conditions, products, and yield The reactants are CCOC(=O)CC(C)(C)C(Br)C#N, CCO, Cl, O. Product: CCOC(=O)C1C(C#N)C1(C)C. RXN SMILES: [CH2:1]([CH3:2])[O:3][C:4](=[O:5])[CH2:6][C:7]([CH:8]([C:9]#[N:10])[Br:11])([CH3:12])[CH3:13].[CH3:16][CH2:17][OH:18].[ClH:15].[OH2:14]>>[CH2:1]([CH3:2])[O:3][C:4](=[O:5])[CH:6]1[C:7]([CH3:12])([CH3:13])[CH:8]1[C:9]#[N:10]. The reactants are C(C)(=O)OCC1(OCCN2C1=NC(=C(C2=O)O)C(=O)OCC)CCl (ethyl 9-(acetoxymethyl)-9-(chloromethyl)-3-hydroxy-4-oxo-4,6,7,9-tetrahydropyrimido[2,1-c][1,4]oxazine-2-carboxylate), C(C1=CC=CC=C1)Br (benzyl bromide), C(=O)([O-])[O-].[K+].[K+] (K2CO3). Reaction conditions: time 16 hour. The product is C(C)(=O)OCC1(OCCN2C1=NC(=C(C2=O)OCC2=CC=CC=C2)C(=O)OCC)CCl (Ethyl 9-(acetoxymethyl)-3-(benzyloxy)-9-(chloromethyl)-4-oxo-4,6,7,9-tetrahydropyrimido[2,1-c][1,4]oxazine-2-carboxylate). RXN SMILES: [C:1]([O:4][CH2:5][C:6]1([CH2:23][Cl:24])[C:11]2=[N:12][C:13]([C:18]([O:20][CH2:21][CH3:22])=[O:19])=[C:14]([OH:17])[C:15](=[O:16])[N:10]2[CH2:9][CH2:8][O:7]1)(=[O:3])[CH3:2].[CH2:25](Br)[C:26]1[CH:31]=[CH:30][CH:29]=[CH:28][CH:27]=1.C([O-])([O-])=O.[K+].[K+]>>[C:1]([O:4][CH2:5][C:6]1([CH2:23][Cl:24])[C:11]2=[N:12][C:13]([C:18]([O:20][CH2:21][CH3:22])=[O:19])=[C:14]([O:17][CH2:25][C:26]3[CH:31]=[CH:30][CH:29]=[CH:28][CH:27]=3)[C:15](=[O:16])[N:10]2[CH2:9][CH2:8][O:7]1)(=[O:3])[CH3:2] |f:2.3.4|. Reported procedure: A solution of ethyl 9-(acetoxymethyl)-9-(chloromethyl)-3-hydroxy-4-oxo-4,6,7,9-tetrahydropyrimido[2,1-c][1,4]oxazine-2-carboxylate (2.05 g, 5.68 mmol) in dimethylfomamide (60 mL) was treated with benzyl bromide (1.46 g, 8.5 mmol, Aldrich) and K2CO3 (1.26 g, 9.1 mmol) and stirred for 16 hrs. Solvent was removed in-vacuo and the crude material was dissolved in ethyl acetate (30 mL) and washed with water (30 mL) and brine (30 mL). The organic solution was dried (Na2SO4), filtered, and concentrated ... The reactants are C(C1=CC=CC=C1)OCN1C(=C(C(=C1Br)CC1=NC(=CC=C1)OC)C(=O)OCC)C=O (ethyl 1-benzyloxymethyl-5-bromo-2-formyl-4-(6-methoxy-2-pyridylmethyl)-1H-pyrrol-3-carboxylate), C1(=CC=CC=C1)B(O)O (phenylboronic acid), ClC1=C(C2=C(C=NNC2=O)N1COCC[Si](C)(C)C)I (2-chloro-3-iodo-1-(2-trimethylsilylethoxymethyl)-1,5-dihydropyrrolo-[2,3-d]pyridazin-4-one), C1(CC1)OC=1C=C(C=CC1OC(F)F)B1OC(C(O1)(C)C)(C)C (2-(3-cyclopropoxy-4-difluoromethoxyphenyl)-4,4,5,5-tetramethyl-[1,3,2]dioxaborolane). Yields the product C(C1=CC=CC=C1)OCN1C(=C(C(=C1C1=CC(=C(C=C1)OC(F)F)OC1CC1)CC1=NC(=CC=C1)OC)C(=O)OCC)C=O (Ethyl 1-benzyloxymethyl-5-(3-cyclopropoxy-4-difluoromethoxyphenyl)-2-formyl-4-(6-methoxy-2-pyridylmethyl)-1H-pyrrol-3-carboxylate). Yield: 105.3%. Reaction SMILES: [CH2:1]([O:8][CH2:9][N:10]1[C:14](Br)=[C:13]([CH2:16][C:17]2[CH:22]=[CH:21][CH:20]=[C:19]([O:23][CH3:24])[N:18]=2)[C:12]([C:25]([O:27][CH2:28][CH3:29])=[O:26])=[C:11]1[CH:30]=[O:31])[C:2]1[CH:7]=[CH:6][CH:5]=[CH:4][CH:3]=1.ClC1N(COCC[Si](C)(C)C)C2C=NNC(=O)C=2C=1I.[CH:52]1([O:55][C:56]2[CH:57]=[C:58](B3OC(C)(C)C(C)(C)O3)[CH:59]=[CH:60][C:61]=2[O:62][CH:63]([F:65])[F:64])[CH2:54][CH2:53]1.C1(B(O)O)C=CC=CC=1>>[CH2:1]([O:8][CH2:9][N:10]1[C:14]([C:58]2[CH:59]=[CH:60][C:61]([O:62][CH:63]([F:65])[F:64])=[C:56]([O:55][CH:52]3[CH2:53][CH2:54]3)[CH:57]=2)=[C:13]([CH2:16][C:17]2[CH:22]=[CH:21][CH:20]=[C:19]([O:23][CH3:24])[N:18]=2)[C:12]([C:25]([O:27][CH2:28][CH3:29])=[O:26])=[C:11]1[CH:30]=[O:31])[C:2]1[CH:7]=[CH:6][CH:5]=[CH:4][CH:3]=1. Procedure details: Reaction and post treatment were carried out in the same manner as in Reference example 31 except for using 875 mg (1.80 mmol) of ethyl 1-benzyloxymethyl-5-bromo-2-formyl-4-(6-methoxy-2-pyridylmethyl)-1H-pyrrol-3-carboxylate obtained in Reference example 42-(b) in place of 2-chloro-3-iodo-1-(2-trimethylsilylethoxymethyl)-1,5-dihydropyrrolo-[2,3-d]pyridazin-4-one, and using 880 mg (2.70 mmol) of 2-(3-cyclopropoxy-4-difluoromethoxyphenyl)-4,4,5,5-tetramethyl-[1,3,2]dioxaborolane obtained in Refere... The reactants are [BH4-], CO, O=Cc1ccc(Oc2ccc(Cl)nn2)cc1, [Na+], O. Yields the product OCc1ccc(Oc2ccc(Cl)nn2)cc1. RXN SMILES: [BH4-:17].[CH3:20][OH:21].[Cl:1][c:2]1[n:3][n:4][c:5]([O:8][c:9]2[cH:10][cH:11][c:12]([CH:15]=[O:16])[cH:13][cH:14]2)[cH:6][cH:7]1.[Na+:18].[OH2:19]>>[Cl:1][c:2]1[n:3][n:4][c:5]([O:8][c:9]2[cH:10][cH:11][c:12]([CH2:15][OH:16])[cH:13][cH:14]2)[cH:6][cH:7]1. Reactants: C(CCC)C1=CC=C(C#N)C=C1 (4-butylbenzonitrile), Cl (HCl). The reagents and catalysts are [Pd] (palladium on carbon). The solvent is CCO (EtOH). The product is Cl.C(CCC)C1=CC=C(CN)C=C1 (4-butylbenzylamine hydrochloride). Isolated yield 86.0%. RXN SMILES: [CH2:1]([C:5]1[CH:12]=[CH:11][C:8]([C:9]#[N:10])=[CH:7][CH:6]=1)[CH2:2][CH2:3][CH3:4].[ClH:13]>CCO.[Pd]>[ClH:13].[CH2:1]([C:5]1[CH:6]=[CH:7][C:8]([CH2:9][NH2:10])=[CH:11][CH:12]=1)[CH2:2][CH2:3][CH3:4] |f:4.5|. Procedure details: A solution of 4-butylbenzonitrile (30.09 g) in EtOH (380 mL) and HCl (4N in dioxane, 50 mL, 200 mmol) was hydrogenated at 50 psi on a Parr shaker in the presence of 10% palladium on carbon (6.09 g). The catalyst was removed via filtration through Celite® and the solution was concentrated in vacuo. The residue was suspended in Et2O and filtered to provide 4-butylbenzylamine hydrochloride as an off-white solid (32.47 g). 1H NMR (400 MHz, CD3OD) δ 7.33 (d, 2H), 7.22 (d, 2H), 4.04 (s, 2H), 2.60 (t, ... Starting materials: BrCc1ccccc1, O=C([O-])[O-], CCOC(C)=O, CN(C)C=O, Cl, [K+], [K+], CC(C)(C)OC(=O)c1ccc(-c2ccccc2)cc1N. Yields the product CC(C)(C)OC(=O)c1ccc(-c2ccccc2)cc1NCc1ccccc1. Reaction SMILES: [Br:1][CH2:2][c:3]1[cH:4][cH:5][cH:6][cH:7][cH:8]1.[C:29](=[O:30])([O-:31])[O-:32].[CH3:36][CH2:37][O:38][C:39](=[O:40])[CH3:41].[CH3:42][N:43]([CH3:44])[CH:45]=[O:46].[ClH:35].[K+:33].[K+:34].[NH2:9][c:10]1[c:11]([C:12](=[O:13])[O:14][C:15]([CH3:16])([CH3:17])[CH3:18])[cH:19][cH:20][c:21](-[c:23]2[cH:24][cH:25][cH:26][cH:27][cH:28]2)[cH:22]1>>[CH2:2]([c:3]1[cH:4][cH:5][cH:6][cH:7][cH:8]1)[NH:9][c:10]1[c:11]([C:12](=[O:13])[O:14][C:15]([CH3:16])([CH3:17])[CH3:18])[cH:19][cH:20][c:21](-[c:23]2[cH:24][cH:25][cH:26][cH:27][cH:28]2)[cH:22]1. Starting materials: FC=1C=CC(=NC1)C(=C)NC(C)=O (N-(1-(5-fluoropyridin-2-yl)vinyl)acetamide), FC=1C=CC(=NC1)C(=C)NC(C)=O (N-(1-(5-fluoropyridin-2-yl)vinyl)acetamide), (+)-1,2-bis((2S,5S)-2,5-diethylphospholano)benzene(cyclooctadiene)rhodium(I)trifluoromethanesulfonate. The solvent is CO (MeOH). The product is FC=1C=CC(=NC1)[C@H](C)NC(C)=O ((S)—N-(1-(5-Fluoropyridin-2-yl)ethyl)acetamide). The yield is 88.0%. RXN SMILES: [F:1][C:2]1[CH:3]=[CH:4][C:5]([C:8]([NH:10][C:11](=[O:13])[CH3:12])=[CH2:9])=[N:6][CH:7]=1>CO>[F:1][C:2]1[CH:3]=[CH:4][C:5]([C@@H:8]([NH:10][C:11](=[O:13])[CH3:12])[CH3:9])=[N:6][CH:7]=1. Reported procedure: To a solution of N-(1-(5-fluoropyridin-2-yl)vinyl)acetamide (Intermediate 2, 11.0 g, 61.1 mmol) in MeOH (120 ml) under N2 was added (+)-1,2-bis((2S,5S)-2,5-diethylphospholano)benzene(cyclooctadiene)rhodium(I)trifluoromethanesulfonate (0.441 g, 0.611 mmol). The solution was transferred to a high pressure bomb and charged 150 psi H2. The reaction stirred at room temperature and maintained inside pressure between 120-150 psi for 7 hours. The solvent was removed and the resulted residue was purified... Product: C1=C(C=CC2=CC=CC=C12)C1=C2C=CC=CC2=C(C2=CC=CC=C12)N(C1=CC=CC=C1)C1=CC=CC=C1 (10-(2-naphthalenyl)-N,N-diphenyl-9-anthraceneamine). Reported procedure: 9-bromo-10-(2-naphthylenyl)anthracene (3.3 g, 0.008 mol), diphenylamine (1.5 g, 0.008 mol), 1.0 g sodium tert-butoxide, 0.1 g palladium(II) acetate, 3 drops tri-tert-butylphosphine and 80 ml toluene are added to a round bottom flask under a nitrogen atmosphere. Mixture heated at reflux for 2 days. After cooling, toluene removed by rotary evaporation and remaining solid chromatographer on a silica gel column to yield 4.0 g (99% yield) of pure yellow product. FD-MS (m/z): 471. As a reaction SMILES: [C:1]1([NH:7][C:8]2[CH:13]=[CH:12][CH:11]=[CH:10][CH:9]=2)[CH:6]=[CH:5][CH:4]=[CH:3][CH:2]=1.[CH3:14][C:15]([CH3:18])([O-])[CH3:16].[Na+].[C:20]1([CH3:26])[CH:25]=[CH:24][CH:23]=[CH:22][CH:21]=1>C(P(C(C)(C)C)C(C)(C)C)(C)(C)C.C([O-])(=O)C.[Pd+2].C([O-])(=O)C>[CH:14]1[C:25]2[C:20](=[CH:21][CH:22]=[CH:23][CH:24]=2)[CH:26]=[CH:16][C:15]=1[C:18]1[C:6]2[C:1](=[CH:2][CH:3]=[CH:4][CH:5]=2)[C:26]([N:7]([C:1]2[CH:2]=[CH:3][CH:4]=[CH:5][CH:6]=2)[C:8]2[CH:9]=[CH:10][CH:11]=[CH:12][CH:13]=2)=[C:20]2[C:25]=1[CH:24]=[CH:23][CH:22]=[CH:21]2 |f:1.2,5.6.7|. Isolated yield 99.0%. The reagents and catalysts are C(C)(C)(C)P(C(C)(C)C)C(C)(C)C (tri-tert-butylphosphine), C(C)(=O)[O-].[Pd+2].C(C)(=O)[O-] (palladium(II) acetate). Reactants: 9-bromo-10-(2-naphthylenyl)anthracene, C1(=CC=CC=C1)NC1=CC=CC=C1 (diphenylamine), CC(C)([O-])C.[Na+] (sodium tert-butoxide), C1(=CC=CC=C1)C (toluene). Reactants: FC1(CC=CC(=C1)F)OC#CC (2,4-difluoro-2-prop-ynyloxy-benzene), BrC1=C(C=CC(=C1)F)O (2-bromo-4-fluoro-phenol). The product is BrC1=C(C=CC(=C1)F)OCC#C (2-bromo-4-fluoro-1-prop-2-ynyloxy-benzene). RXN SMILES: F[C:2]1(OC#CC)[CH:7]=C(F)C=C[CH2:3]1.[Br:13][C:14]1[CH:19]=[C:18]([F:20])[CH:17]=[CH:16][C:15]=1[OH:21]>>[Br:13][C:14]1[CH:19]=[C:18]([F:20])[CH:17]=[CH:16][C:15]=1[O:21][CH2:7][C:2]#[CH:3]. Procedure details: This compound was prepared analogously to 2,4-difluoro-2-prop-ynyloxy-benzene but using 2-bromo-4-fluoro-phenol (15 g, 78 mmol) to give 2-bromo-4-fluoro-1-prop-2-ynyloxy-benzene 15. g (84%).